This data is from the Open Reaction Database (ORD), a public repository of structured organic reaction records. The task is: describe an organic reaction: reactants, conditions, products, and yield Reactants: crude material, C(C)(C)(C)OC(=O)NC(C)C=1C(=C(C(=C(C1)Cl)C)/C=C/C(=O)OC)OC (methyl (2E)-3-(3-{1-[(tert-butoxycarbonyl)amino]ethyl}-5-chloro-2-methoxy-6-methylphenyl)acrylate), N12CCCCCC2=NCCC1 (1,8-diazabicyclo[5.4.0]undec-7-ene), [N+](=O)([O-])C (nitromethane), O (water). Run in ClCCl (dichloromethane). The product is C(C)(C)(C)OC(=O)NC(C)C=1C(=C(C(=C(C1)Cl)C)C(CC(=O)OC)C[N+](=O)[O-])OC (Methyl 3-(3-{1-[(tert-butoxycarbonyl)amino]ethyl}-5-chloro-2-methoxy-6-methylphenyl)-4-nitrobutanoate). Yield: 53.0%. As a reaction SMILES: [C:1]([O:5][C:6]([NH:8][CH:9]([C:11]1[C:12]([O:25][CH3:26])=[C:13](/[CH:19]=[CH:20]/[C:21]([O:23][CH3:24])=[O:22])[C:14]([CH3:18])=[C:15]([Cl:17])[CH:16]=1)[CH3:10])=[O:7])([CH3:4])([CH3:3])[CH3:2].N12CCCN=C1CCCCC2.O.[N+:39]([CH3:42])([O-:41])=[O:40]>ClCCl>[C:1]([O:5][C:6]([NH:8][CH:9]([C:11]1[C:12]([O:25][CH3:26])=[C:13]([CH:19]([CH2:42][N+:39]([O-:41])=[O:40])[CH2:20][C:21]([O:23][CH3:24])=[O:22])[C:14]([CH3:18])=[C:15]([Cl:17])[CH:16]=1)[CH3:10])=[O:7])([CH3:3])([CH3:4])[CH3:2]. Procedure: A solution of methyl (2E)-3-(3-{1-[(tert-butoxycarbonyl)amino]ethyl}-5-chloro-2-methoxy-6-methylphenyl)acrylate (1.5 g, 3.9 mmol) in nitromethane (11 mL) at 0° C. was treated with 1,8-diazabicyclo[5.4.0]undec-7-ene (0.59 mL, 3.9 mmol) and allowed to warm to room temperature. The reaction mixture was heated at 60° C. for 21 h, cooled to room temperature, poured into water (100 ml) and extracted with EtOAc (2×75 mL). The organic layer was separated, washed with brine solution, dried over anhydrous... Starting materials: [OH-].[K+] (potassium hydroxide), 1L, ice water, OC1=C(C(=O)O)C=CC=C1O (2,3-Dihydroxybenzoic acid), S(O)(O)(=O)=O (sulfuric acid). Run in O (water). Run at temperature 20 celsius. Yields the product [K+].[K+].OC1=C(C(=O)[O-])C=C(C=C1O)S(=O)(=O)O.OC1=C(C(=O)[O-])C=C(C=C1O)S(=O)(=O)O (2,3-Dihydroxy-5-sulfobenzoic acid dipotassium salt). Reaction SMILES: [OH:1][C:2]1[C:10]([OH:11])=[CH:9][CH:8]=[CH:7][C:3]=1[C:4]([OH:6])=[O:5].[OH-].[K+:13].[S:14](=[O:18])(=[O:17])([OH:16])[OH:15]>O>[K+:13].[K+:13].[OH:1][C:2]1[C:10]([OH:11])=[CH:9][C:8]([S:14]([OH:17])(=[O:16])=[O:15])=[CH:7][C:3]=1[C:4]([O-:6])=[O:5].[OH:1][C:2]1[C:10]([OH:11])=[CH:9][C:8]([S:14]([OH:16])(=[O:18])=[O:15])=[CH:7][C:3]=1[C:4]([O-:6])=[O:5] |f:1.2,5.6.7.8|. Reported procedure: 2,3-Dihydroxybenzoic acid (15.4 g, 0.1 moles) was dissolved in small portions at 5° C. in 80 ml of sulfuric acid containing 30% sulfur trioxide. The mixture was allowed to warm to 20° C. over 1 h and was then poured slowly into 1L of vigorously stirred ice water. The pH was adjusted to 4.5 with 30% potassium hydroxide and the solid formed was removed by filtration. The filtrate was diluted with a 1.5 fold volume of methanol and filtered again. This filtrate was evaporated to 200 ml and the pH wa... Reactants: C(C)C(CO)(CO)CC (2,2-diethyl-1,3-propanediol), C(=S)(Cl)Cl (thiophosgene). Reagents/catalysts: CN(C1=CC=NC=C1)C (4-dimethylaminopyridine). Solvent: C1(=CC=CC=C1)C (toluene), C1(=CC=CC=C1)C (toluene). The product is C(C)C1(COC(OC1)=S)CC (5,5-Diethyl-1,3-dioxane-2-thione). As a reaction SMILES: [CH2:1]([C:3]([CH2:8][CH3:9])([CH2:6][OH:7])[CH2:4][OH:5])[CH3:2].[C:10](Cl)(Cl)=[S:11]>CN(C)C1C=CN=CC=1.C1(C)C=CC=CC=1>[CH2:1]([C:3]1([CH2:8][CH3:9])[CH2:6][O:7][C:10](=[S:11])[O:5][CH2:4]1)[CH3:2]. Procedure: The thiocarbonate 1 was prepared by a variation of the thiocarbonylation procedure developed by Corey and Hopkins. To a three-necked round-bottomed flask, equipped with a mechanical stirrer and an additional funnel, was placed 2,2-diethyl-1,3-propanediol (15.86 g, 120 mmol), 4-dimethylaminopyridine (DMAP, 29.32 g, 240 mmol) and 120 mL of toluene under an atmosphere of nitrogen. The mixture was allowed to stir at room temperature until a homogeneous solution was reached. The mixture was cooled to... Starting materials: ClC1=C(C2=C(CCNCC2)C=C1)CSC=1NC=CN1 (7-chloro-6-(1H-imidazol-2-ylthiomethyl)-2,3,4,5-tetrahydro-1H-benzo[d]azepine), P(O)(O)(O)=O (phosphoric acid). Solvent: C(C)O (ethanol), O (water). Run at temperature 70 celsius. The product is O.P(=O)(O)(O)O.ClC1=C(C2=C(CCNCC2)C=C1)CSC=1NC=CN1 (7-Chloro-6-(1H-imidazol-2-ylthiomethyl)-2,3,4,5-tetrahydro-1H-benzo[d]azepine Phosphate Monohydrate). Isolated yield 181.4%. RXN SMILES: [Cl:1][C:2]1[CH:12]=[CH:11][C:5]2[CH2:6][CH2:7][NH:8][CH2:9][CH2:10][C:4]=2[C:3]=1[CH2:13][S:14][C:15]1[NH:16][CH:17]=[CH:18][N:19]=1.[P:20](=[O:24])([OH:23])([OH:22])[OH:21]>C(O)C.O>[OH2:21].[P:20]([OH:24])([OH:23])([OH:22])=[O:21].[Cl:1][C:2]1[CH:12]=[CH:11][C:5]2[CH2:6][CH2:7][NH:8][CH2:9][CH2:10][C:4]=2[C:3]=1[CH2:13][S:14][C:15]1[NH:19][CH:18]=[CH:17][N:16]=1 |f:4.5.6|. Procedure: Dissolve 7-chloro-6-(1H-imidazol-2-ylthiomethyl)-2,3,4,5-tetrahydro-1H-benzo[d]azepine (41.4 g, 140.9 mmol) in absolute ethanol (500 mL) and water (52 mL). Warm to 70° C. to give a solution. Stir the solution at 65 to 70° C. and add 5M phosphoric acid (28.9 mL, 144.5 mmol). Heavy crystallization occurs. Cool to room temperature, then cool to 0 to 5° C. Filter the solid and rinse with cold ethanol. Dry the collected solid in vacuo to obtain the title compound as a white solid (53.7 g, 93%). MS (A... The reactants are OCC=1C=CC2=C(N(C(=N2)C2CN(CCC2)C(C[C@@H](CC2=CC3=CC=CC=C3C=C2)NC(OC(C)(C)C)=O)=O)CCCOC)C1 (tert-butyl (2R)-4-(3-(6-(hydroxymethyl)-1-(3-methoxypropyl)-1H-benzo[d]imidazol-2-yl)piperidin-1-yl)-1-(naphthalen-2-yl)-4-oxobutan-2-ylcarbamate), TEA. Run in C(Cl)Cl (DCM). Conditions: time 1 hour. Product: N[C@@H](CC(=O)N1CC(CCC1)C1=NC2=C(N1CCCOC)C=C(C=C2)CO)CC2=CC1=CC=CC=C1C=C2 ((3R)-3-amino-1-(3-(6-(hydroxymethyl)-1-(3-methoxypropyl)-1H-benzo[d]imidazol-2-yl)piperidin-1-yl)-4-(naphthalen-2-yl)butan-1-one). The yield is 8.0%. As a reaction SMILES: [OH:1][CH2:2][C:3]1[CH:4]=[CH:5][C:6]2[N:10]=[C:9]([CH:11]3[CH2:16][CH2:15][CH2:14][N:13]([C:17](=[O:39])[CH2:18][C@H:19]([NH:31]C(=O)OC(C)(C)C)[CH2:20][C:21]4[CH:30]=[CH:29][C:28]5[C:23](=[CH:24][CH:25]=[CH:26][CH:27]=5)[CH:22]=4)[CH2:12]3)[N:8]([CH2:40][CH2:41][CH2:42][O:43][CH3:44])[C:7]=2[CH:45]=1>C(Cl)Cl>[NH2:31][C@H:19]([CH2:20][C:21]1[CH:30]=[CH:29][C:28]2[C:23](=[CH:24][CH:25]=[CH:26][CH:27]=2)[CH:22]=1)[CH2:18][C:17]([N:13]1[CH2:14][CH2:15][CH2:16][CH:11]([C:9]2[N:8]([CH2:40][CH2:41][CH2:42][O:43][CH3:44])[C:7]3[CH:45]=[C:3]([CH2:2][OH:1])[CH:4]=[CH:5][C:6]=3[N:10]=2)[CH2:12]1)=[O:39]. Reported procedure: tert-Butyl (2R)-4-(3-(6-(hydrox ymethyl)-1-(3-methoxypropyl)-1H-benzo[d]imidazol-2-yl)piperidin-1-yl)-1-(naphthalen-2-yl)-4-oxobutan-2-ylcarbamate (45A) (0.20 mmol, 120 mg) in DCM (10 mL) was added TEA (2 mL). The reaction solution was stirred at rt for 1 hr and then concentrated in vacuo. The residue was purified by preparative LC/MS (5-45% CH3CN in H2O) to afford (3R)-3-amino-1-(3-(6-(hydroxymethyl)-1-(3-methoxypropyl)-1H-benzo[d]imidazol-2-yl)piperidin-1-yl)-4-(naphthalen-2-yl)butan-1-one (11... The reactants are COC1=C(C=C(C=C1)F)OC (1,2-dimethoxy-4-fluorobenzene), [Cl-].[Cl-].[Cl-].[Al+3] (aluminium trichloride), C(C1=CC=CC=C1)(=O)Cl (benzoyl chloride), ice, Cl (hydrochloric acid). Solvent: ClCCCl (1,2-dichloroethane), ClCCCl (1,2-dichloroethane). Run at time 3 hour. Yields the product COC1=CC(=C(C=C1OC)C(=O)C1=CC=CC=C1)F ((4,5-dimethoxy-2-fluorophenyl)-phenylmethanone). As a reaction SMILES: [Cl-].[Cl-].[Cl-].[Al+3].[C:5](Cl)(=[O:12])[C:6]1[CH:11]=[CH:10][CH:9]=[CH:8][CH:7]=1.[CH3:14][O:15][C:16]1[CH:21]=[CH:20][C:19]([F:22])=[CH:18][C:17]=1[O:23][CH3:24].Cl>ClCCCl>[CH3:24][O:23][C:17]1[C:16]([O:15][CH3:14])=[CH:21][C:20]([C:5]([C:6]2[CH:11]=[CH:10][CH:9]=[CH:8][CH:7]=2)=[O:12])=[C:19]([F:22])[CH:18]=1 |f:0.1.2.3|. Procedure details: 12.7 g (95 mmol) of aluminium trichloride in 80 ml of 1,2-dichloroethane are stirred under nitrogen and cooled to 3°. 13.35 g (95 mmol) of benzoyl chloride are added. At 30°, this red solution is added dropwise over a period of 25 minutes to a solution of 12.55 g (80.3 mmol) of 1,2-dimethoxy-4-fluorobenzene (4-fluoroveratrole) in 80 ml of 1,2-dichloroethane. The reaction mixture is stirred for a further 3 hours at 3°, then for 31/2 hours at room temperature and then poured onto a mixture of 250 ... Starting materials: Cc1cccc(N)c1N1CCOCC1, S=C(Cl)Cl, C1COCCO1, O. The product is Cc1cccc(N=C=S)c1N1CCOCC1. Reaction SMILES: [CH3:1][c:2]1[c:3]([N:9]2[CH2:10][CH2:11][O:12][CH2:13][CH2:14]2)[c:4]([NH2:5])[cH:6][cH:7][cH:8]1.[Cl:15][C:16]([Cl:17])=[S:18].[O:19]1[CH2:20][CH2:21][O:22][CH2:23][CH2:24]1.[OH2:25]>>[CH3:1][c:2]1[c:3]([N:9]2[CH2:10][CH2:11][O:12][CH2:13][CH2:14]2)[c:4]([N:5]=[C:16]=[S:18])[cH:6][cH:7][cH:8]1. The reactants are [BH4-], CO, O=C1CCOc2cc(F)cc(F)c21, [Na+]. Yields the product OC1CCOc2cc(F)cc(F)c21. Reaction SMILES: [BH4-:14].[CH3:16][OH:17].[F:1][c:2]1[c:3]2[c:8]([cH:9][c:10]([F:12])[cH:11]1)[O:7][CH2:6][CH2:5][C:4]2=[O:13].[Na+:15]>>[F:1][c:2]1[c:3]2[c:8]([cH:9][c:10]([F:12])[cH:11]1)[O:7][CH2:6][CH2:5][CH:4]2[OH:13]. The reactants are COC(C1=C(C=C(C=C1)CCl)C1=C(C=CC=C1)C)=O (4-chloromethyl-2-(2-methylphenyl)benzoic acid methyl ester), [K].C(C1=CC=CO1)O (furfuryl alcohol potassium salt), C1COCCOCCOCCOCCOCCO1 (18-crown-6). The solvent is C(C)(=O)OCC (ethyl acetate), C1(=CC=CC=C1)C (toluene). Reaction conditions: temperature 90 celsius. Yields the product COC(C1=C(C=C(C=C1)COCC=1OC=CC1)C1=C(C=CC=C1)C)=O (4-(2-furylmethyloxymethyl)-2-(2-methylphenyl)benzoic acid methyl ester). Isolated yield 32.8%. RXN SMILES: [CH3:1][O:2][C:3](=[O:19])[C:4]1[CH:9]=[CH:8][C:7]([CH2:10]Cl)=[CH:6][C:5]=1[C:12]1[CH:17]=[CH:16][CH:15]=[CH:14][C:13]=1[CH3:18].[K].[CH2:21]([OH:27])[C:22]1[O:26][CH:25]=[CH:24][CH:23]=1.C1OCCOCCOCCOCCOCCOC1>C1(C)C=CC=CC=1.C(OCC)(=O)C>[CH3:1][O:2][C:3](=[O:19])[C:4]1[CH:9]=[CH:8][C:7]([CH2:10][O:27][CH2:21][C:22]2[O:26][CH:25]=[CH:24][CH:23]=2)=[CH:6][C:5]=1[C:12]1[CH:17]=[CH:16][CH:15]=[CH:14][C:13]=1[CH3:18] |f:1.2,^1:19|. Procedure details: To a stirred solution of the 4-chloromethyl-2-(2-methylphenyl)benzoic acid methyl ester (1.12 g , 4.08 mmol) in toluene (20 mL) under N2 was added the furfuryl alcohol potassium salt prepared in Example 299A (0.84 g, 6.1 mmol) followed by 18-crown-6 (1.6 g, 6.1 mmol). The solution was heated at 90° C. for 30 minutes. The reaction mixture was cooled to ambient temperature, diluted with ethyl acetate and washed with H2O (2×), saturated NaHCO3 solution (2×), dried (MgSO4) and concentrated in vacuo....